Dataset: the Open Reaction Database (ORD), a public repository of structured organic reaction records. Task: describe an organic reaction: reactants, conditions, products, and yield The reactants are ClC=1C=C(C(C(F)(F)F)(C#CC=2OC=CC2)O)C(=CC1)NC(C1=CC=CC=C1)(C1=CC=CC=C1)C1=CC=CC=C1 (3-Chloro-6-(triphenylmethy)amino-α-(2-furanyl)ethynyl-α-(trifluoromethyl)benzyl alcohol), Cl (hydrochloric acid), C([O-])(O)=O (bicarbonate). Run in CO (methanol). Reaction conditions: time 30 minute. The product is NC1=CC=C(C=C1C(C(F)(F)F)(C#CC=1OC=CC1)O)Cl (6-Amino-3-chloro-α-(furan-2yl)ethynyl-α-(trifluoromethyl)benzyl alcohol). As a reaction SMILES: [Cl:1][C:2]1[CH:3]=[C:4]([C:18]([NH:21]C(C2C=CC=CC=2)(C2C=CC=CC=2)C2C=CC=CC=2)=[CH:19][CH:20]=1)[C:5]([OH:17])([C:10]#[C:11][C:12]1[O:13][CH:14]=[CH:15][CH:16]=1)[C:6]([F:9])([F:8])[F:7].Cl.C(=O)(O)[O-]>CO>[NH2:21][C:18]1[C:4]([C:5]([OH:17])([C:10]#[C:11][C:12]2[O:13][CH:14]=[CH:15][CH:16]=2)[C:6]([F:7])([F:8])[F:9])=[CH:3][C:2]([Cl:1])=[CH:20][CH:19]=1. Reported procedure: To a stirred solution of 2.0 g of 3-Chloro-6-(triphenylmethy)amino-α-(2-furanyl)ethynyl-α-(trifluoromethyl)benzyl alcohol (Example 9, Part B) in 20 mL of methanol was added 0.125 mL of 12 N aqueous hydrochloric acid, and the resulting solution was stirred at ambient temperature for 30 min. The reaction mixture was poured onto aqueous bicarbonate and extracted with ether. The ether layer was washed with brine, dried and evaporated. The residue was dissolved in methanol after cooling in ice for 1 ... Reactants: COC(=O)C=1C=C(C=C2CC(C(NC12)C1=CC(=CC=C1)Br)(C)C)Cl (2-(3-bromo-phenyl)-6-chloro-3,3-dimethyl-1,2,3,4-tetrahydro-quinoline-8-carboxylic acid methyl ester), CN(C1=CC=C(C=C1)B(O)O)C (4-dimethylaminophenylboronic acid), C([O-])([O-])=O.[Na+].[Na+] (sodium carbonate). The reagents and catalysts are C=1C=CC(=CC1)[P](C=2C=CC=CC2)(C=3C=CC=CC3)[Pd]([P](C=4C=CC=CC4)(C=5C=CC=CC5)C=6C=CC=CC6)([P](C=7C=CC=CC7)(C=8C=CC=CC8)C=9C=CC=CC9)[P](C=1C=CC=CC1)(C=1C=CC=CC1)C=1C=CC=CC1 (tetrakis(triphenylphosphine)palladium(0)). The solvent is O1CCOCC1 (dioxane), O (water), C(C)(=O)OCC (ethyl acetate). Yields the product COC(=O)C=1C=C(C=C2CC(C(NC12)C=1C=C(C=CC1)C1=CC=C(C=C1)N(C)C)(C)C)Cl (6-chloro-2-(4′-dimethylamino-biphenyl-3-yl)-3,3-dimethyl-1,2,3,4-tetrahydro-quinoline-8-carboxylic acid methyl ester). The yield is 89.8%. As a reaction SMILES: [CH3:1][O:2][C:3]([C:5]1[CH:6]=[C:7]([Cl:24])[CH:8]=[C:9]2[C:14]=1[NH:13][CH:12]([C:15]1[CH:20]=[CH:19][CH:18]=[C:17](Br)[CH:16]=1)[C:11]([CH3:23])([CH3:22])[CH2:10]2)=[O:4].[CH3:25][N:26]([CH3:36])[C:27]1[CH:32]=[CH:31][C:30](B(O)O)=[CH:29][CH:28]=1.C(=O)([O-])[O-].[Na+].[Na+]>O1CCOCC1.O.C(OCC)(=O)C.C1C=CC([P]([Pd]([P](C2C=CC=CC=2)(C2C=CC=CC=2)C2C=CC=CC=2)([P](C2C=CC=CC=2)(C2C=CC=CC=2)C2C=CC=CC=2)[P](C2C=CC=CC=2)(C2C=CC=CC=2)C2C=CC=CC=2)(C2C=CC=CC=2)C2C=CC=CC=2)=CC=1>[CH3:1][O:2][C:3]([C:5]1[CH:6]=[C:7]([Cl:24])[CH:8]=[C:9]2[C:14]=1[NH:13][CH:12]([C:15]1[CH:16]=[C:17]([C:30]3[CH:31]=[CH:32][C:27]([N:26]([CH3:36])[CH3:25])=[CH:28][CH:29]=3)[CH:18]=[CH:19][CH:20]=1)[C:11]([CH3:23])([CH3:22])[CH2:10]2)=[O:4] |f:2.3.4,^1:59,61,80,99|. Reported procedure: To a mixture of 2-(3-bromo-phenyl)-6-chloro-3,3-dimethyl-1,2,3,4-tetrahydro-quinoline-8-carboxylic acid methyl ester (680 mg, 1.67 mmol), 4-dimethylaminophenylboronic acid (358 mg, 1.3 mmol) and tetrakis(triphenylphosphine)palladium(0) (193 mg, 0.17 mmol) in dioxane (5.0 mL) was added 2 M sodium carbonate solution in water (1.7 mL). The resulting mixture was subjected to microwave irradiation for 2 h at 110° C. The mixture was diluted with ethyl acetate (200 mL), washed with saturated aqueous so... The reactants are [N+](=O)([O-])C1=CC=CC=2[C@H]3[C@@H]([C@@](OC21)(C(OC)OC)C)O3 ((2R,3S,4S)-8-nitro-2-methyl-2-dimethoxymethyl-3,4-epoxy-3,4-dihydro-2H-1-benzopyran), ClC1=CC=C(C=C1)NCC=1N=NN(N1)C (N-(4-chlorophenyl)-N-(2-methyl-2H-tetrazol-5-ylmethyl)amine). Yields the product [N+](=O)([O-])C1=CC=CC=2[C@H]([C@@H]([C@@](OC21)(C(OC)OC)C)O)N(CC=2N=NN(N2)C)C2=CC=C(C=C2)Cl ((2R,3S,4R)-8-nitro-4-[N-(4-chlorophenyl)-N-(2-methyl-2H-tetrazol-5-ylmethyl)amino]-3-hydroxy-2-methyl-2-dimethoxymethyl-3,4-dihydro-2H-1-benzopyran). Reported procedure: The same procedure as step 3 of example 1 was accomplished, except for using (2R,3S,4S)-8-nitro-2-methyl-2-dimethoxymethyl-3,4-epoxy-3,4-dihydro-2H-1-benzopyran (751 mg, 2.67 mmol) and N-(4-chlorophenyl)-N-(2-methyl-2H-tetrazol-5-ylmethyl)amine (597 mg, 2.67 mmol). The crude product was purified by silica gel column chromatography (developing solvent-n-hexane:ethyl acetate=2:1), to give desired compound (200 mg, yield: 15%). Yield: 14.8%. Reaction SMILES: [N+:1]([C:4]1[C:13]2[O:12][C@@:11]([CH3:19])([CH:14]([O:17][CH3:18])[O:15][CH3:16])[C@H:10]3[O:20][C@H:9]3[C:8]=2[CH:7]=[CH:6][CH:5]=1)([O-:3])=[O:2].[Cl:21][C:22]1[CH:27]=[CH:26][C:25]([NH:28][CH2:29][C:30]2[N:31]=[N:32][N:33]([CH3:35])[N:34]=2)=[CH:24][CH:23]=1>>[N+:1]([C:4]1[C:13]2[O:12][C@@:11]([CH3:19])([CH:14]([O:17][CH3:18])[O:15][CH3:16])[C@@H:10]([OH:20])[C@H:9]([N:28]([C:25]3[CH:26]=[CH:27][C:22]([Cl:21])=[CH:23][CH:24]=3)[CH2:29][C:30]3[N:31]=[N:32][N:33]([CH3:35])[N:34]=3)[C:8]=2[CH:7]=[CH:6][CH:5]=1)([O-:3])=[O:2]. The reactants are CNC1=NC(=NC=C1C=S)C (4-methylamino-2-methylthiopyrimidine-5-carboxaldehyde), FC1=C(N)C(=CC=C1)F (2,6-difluoroaniline), O.C1(=CC=C(C=C1)S(=O)(=O)O)C (4-toluenesulfonic acid monohydrate), [H-].[Al+3].[Li+].[H-].[H-].[H-] (lithium aluminium hydride), [OH-].[Na+] (sodium hydroxide). Solvent: O (water), C1(=CC=CC=C1)C (toluene), O1CCCC1 (tetrahydrofuran), O (water), O (water). Yields the product FC1=C(C(=CC=C1)F)NCC=1C(=NC(=NC1)SC)NC (5-(2,6-difluorophenyl)aminomethyl-4-methylamino-2-methylthiopyrimidine). Yield: 236.2%. As a reaction SMILES: [CH3:1][NH:2][C:3]1[C:8]([CH:9]=S)=[CH:7][N:6]=[C:5](C)[N:4]=1.[F:12][C:13]1[CH:19]=[CH:18][CH:17]=[C:16]([F:20])[C:14]=1[NH2:15].O.C1(C)C=C[C:25]([S:28](O)(=O)=O)=CC=1.[H-].[Al+3].[Li+].[H-].[H-].[H-].[OH-].[Na+]>C1(C)C=CC=CC=1.O.O1CCCC1>[F:12][C:13]1[CH:19]=[CH:18][CH:17]=[C:16]([F:20])[C:14]=1[NH:15][CH2:9][C:8]1[C:3]([NH:2][CH3:1])=[N:4][C:5]([S:28][CH3:25])=[N:6][CH:7]=1 |f:2.3,4.5.6.7.8.9,10.11|. Procedure: A mixture of 300 mg (1.6 mmol) of 4-methylamino-2-methylthiopyrimidine-5-carboxaldehyde, 232 mg (1.8 mmol) of 2,6-difluoroaniline and 59 mg (0.3 mmol) of 4-toluenesulfonic acid monohydrate in 30 ml of toluene was heated at reflux with azeotropic removal of water for 18 hours. The mixture was cooled and evaporated. The residue was dissolved in 20 ml of tetrahydrofuran and added dropwise to a solution of 1.6 ml (1.6 mmol) of lithium aluminium hydride (1M in tetrahydrofuran) in a further 20 ml of t... Reactants: BrCCBr, CC(C)=O, COc1ccc2c(Cc3ccc(O)cc3)c(-c3ccc(Cl)cc3Cl)c(=O)oc2c1, ClCCl, [K+], [K+], O=C([O-])[O-], O. Yields the product COc1ccc2c(Cc3ccc(OCCBr)cc3)c(-c3ccc(Cl)cc3Cl)c(=O)oc2c1. Reaction SMILES: [Br:30][CH2:31][CH2:32][Br:33].[CH3:44][C:45](=[O:46])[CH3:47].[Cl:1][c:2]1[c:3](-[c:9]2[c:10](=[O:29])[o:11][c:12]3[cH:13][c:14]([O:27][CH3:28])[cH:15][cH:16][c:17]3[c:18]2[CH2:19][c:20]2[cH:21][cH:22][c:23]([OH:26])[cH:24][cH:25]2)[cH:4][cH:5][c:6]([Cl:8])[cH:7]1.[Cl:40][CH2:41][Cl:42].[K+:34].[K+:35].[O-:36][C:37]([O-:38])=[O:39].[OH2:43]>>[Cl:1][c:2]1[c:3](-[c:9]2[c:10](=[O:29])[o:11][c:12]3[cH:13][c:14]([O:27][CH3:28])[cH:15][cH:16][c:17]3[c:18]2[CH2:19][c:20]2[cH:21][cH:22][c:23]([O:26][CH2:32][CH2:31][Br:30])[cH:24][cH:25]2)[cH:4][cH:5][c:6]([Cl:8])[cH:7]1. The reactants are CC(C)=O, N#CS(=O)(=O)c1ccc([N+](=O)[O-])cc1, O=[N+]([O-])c1ccc(S(=O)[O-])cc1, [Na+], C=C(C)C(C(=O)OC)N1C(=O)C(NC(=O)Cc2ccccc2)C1SSc1nc2ccccc2s1. As a reaction SMILES: [CH3:62][C:63](=[O:64])[CH3:65].[N+:35](=[O:36])([O-:37])[c:38]1[cH:39][cH:40][c:41]([S:44](=[O:45])(=[O:46])[C:47]#[N:48])[cH:42][cH:43]1.[N+:49]([c:50]1[cH:51][cH:52][c:53]([S:54]([O-:55])=[O:56])[cH:57][cH:58]1)([O-:59])=[O:60].[Na+:61].[c:1]1([CH2:7][C:8](=[O:9])[NH:10][CH:11]2[C:12](=[O:34])[N:13]([CH:26]([C:27](=[O:28])[O:29][CH3:30])[C:31](=[CH2:32])[CH3:33])[CH:14]2[S:15][S:16][c:17]2[s:18][c:19]3[cH:20][cH:21][cH:22][cH:23][c:24]3[n:25]2)[cH:2][cH:3][cH:4][cH:5][cH:6]1>>[c:1]1([CH2:7][C:8](=[O:9])[NH:10][CH:11]2[C:12](=[O:34])[N:13]([CH:26]([C:27](=[O:28])[O:29][CH3:30])[C:31](=[CH2:32])[CH3:33])[CH:14]2[S:15][S:44]([c:41]2[cH:40][cH:39][c:38]([N+:35](=[O:36])[O-:37])[cH:43][cH:42]2)(=[O:45])=[O:46])[cH:2][cH:3][cH:4][cH:5][cH:6]1. Product: C=C(C)C(C(=O)OC)N1C(=O)C(NC(=O)Cc2ccccc2)C1SS(=O)(=O)c1ccc([N+](=O)[O-])cc1. The reactants are C(C)(=O)CNC1CN(CC1)C1=CC=C(C=C1)NC(C(C)C1=CC=C(C=C1)O)=O (N-{4-[3-(Acetylmethylamino)pyrrolidin-1-yl]phenyl}-2-(4-hydroxyphenyl)propionamide), BrCC1CCC1 (bromomethylcyclobutane). Yields the product C(C)(=O)CNC1CN(CC1)C1=CC=C(C=C1)NC(C(C)C1=CC=C(C=C1)OCC1CCC1)=O (N-{4-[3-(Acetylmethylamino)pyrrolidin-1-yl]phenyl}-2-(4-cyclobutylmethoxyphenyl)propionamide). RXN SMILES: [C:1]([CH2:4][NH:5][CH:6]1[CH2:10][CH2:9][N:8]([C:11]2[CH:16]=[CH:15][C:14]([NH:17][C:18](=[O:28])[CH:19]([C:21]3[CH:26]=[CH:25][C:24]([OH:27])=[CH:23][CH:22]=3)[CH3:20])=[CH:13][CH:12]=2)[CH2:7]1)(=[O:3])[CH3:2].Br[CH2:30][CH:31]1[CH2:34][CH2:33][CH2:32]1>>[C:1]([CH2:4][NH:5][CH:6]1[CH2:10][CH2:9][N:8]([C:11]2[CH:12]=[CH:13][C:14]([NH:17][C:18](=[O:28])[CH:19]([C:21]3[CH:26]=[CH:25][C:24]([O:27][CH2:30][CH:31]4[CH2:34][CH2:33][CH2:32]4)=[CH:23][CH:22]=3)[CH3:20])=[CH:15][CH:16]=2)[CH2:7]1)(=[O:3])[CH3:2]. Procedure: N-{4-[3-(Acetylmethylamino)pyrrolidin-1-yl]phenyl}-2-(4-hydroxyphenyl)propionamide was reacted with bromomethylcyclobutane by method H. This resulted in a product with the molecular weight 449.60 (C27H35N3O3); MS (ESI): 450 (M+H+). The reactants are COc1ccc(N2CCN(Cc3nn(C(C)=O)c4cc(F)ccc34)CC2)cc1, O=C([O-])O, C[O-], CO, ClCCl, [Na+], [Na+]. Yields the product COc1ccc(N2CCN(Cc3n[nH]c4cc(F)ccc34)CC2)cc1. RXN SMILES: [C:1](=[O:2])([CH3:3])[n:4]1[n:5][c:6]([CH2:14][N:15]2[CH2:16][CH2:17][N:18]([c:21]3[cH:22][cH:23][c:24]([O:27][CH3:28])[cH:25][cH:26]3)[CH2:19][CH2:20]2)[c:7]2[cH:8][cH:9][c:10]([F:13])[cH:11][c:12]12.[C:32](=[O:33])([OH:34])[O-:35].[CH3:29][O-:30].[CH3:40][OH:41].[Cl:37][CH2:38][Cl:39].[Na+:31].[Na+:36]>>[nH:4]1[n:5][c:6]([CH2:14][N:15]2[CH2:16][CH2:17][N:18]([c:21]3[cH:22][cH:23][c:24]([O:27][CH3:28])[cH:25][cH:26]3)[CH2:19][CH2:20]2)[c:7]2[cH:8][cH:9][c:10]([F:13])[cH:11][c:12]12. The reactants are N1N=CC2=CC=C(C=C12)C#N (1H-indazole-6-carbonitrile), [H-].[Na+] (NaH), ClC1=NC(=NC=N1)NC=1C(=NC=CC1)OC (4-chloro-N-(2-methoxypyridin-3-yl)-1,3,5-triazin-2-amine). Solvent: CN(C)C=O (DMF). Conditions: time 2 hour. Yields the product COC1=NC=CC=C1NC1=NC(=NC=N1)N1N=CC2=CC=C(C=C12)C#N (1-{4-[(2-methoxypyridin-3-yl)amino]-1,3,5-triazin-2-yl}-1H-indazole-6-carbonitrile). Reaction SMILES: [NH:1]1[C:9]2[C:4](=[CH:5][CH:6]=[C:7]([C:10]#[N:11])[CH:8]=2)[CH:3]=[N:2]1.[H-].[Na+].Cl[C:15]1[N:20]=[CH:19][N:18]=[C:17]([NH:21][C:22]2[C:23]([O:28][CH3:29])=[N:24][CH:25]=[CH:26][CH:27]=2)[N:16]=1>CN(C=O)C>[CH3:29][O:28][C:23]1[C:22]([NH:21][C:17]2[N:16]=[CH:15][N:20]=[C:19]([N:1]3[C:9]4[C:4](=[CH:5][CH:6]=[C:7]([C:10]#[N:11])[CH:8]=4)[CH:3]=[N:2]3)[N:18]=2)=[CH:27][CH:26]=[CH:25][N:24]=1 |f:1.2|. Procedure: To a solution of 1H-indazole-6-carbonitrile (70 mg, 0.49 mmol) in DMF (5 mL) was added NaH (60% oil dispersion, 39.12 mg, 0.98 mmol) at 0° C. The reaction mixture was stirred at 0° C. for 10 minutes before the addition of 4-chloro-N-(2-methoxypyridin-3-yl)-1,3,5-triazin-2-amine (139.45 mg, 0.59 mmol). Stirring at RT was continued for 2 hr. The reaction mixture was then quenched with water and EtOAc was added. Precipitate formed was collected by suction filtration, then redissolved in DCM and was...